Dataset: the Open Reaction Database (ORD), a public repository of structured organic reaction records. Task: describe an organic reaction: reactants, conditions, products, and yield Starting materials: C(C)(C)(C)C1=CC=CC=C1 (tert-butylbenzene), O=O (oxygen). The reagents and catalysts are [N+](=O)([O-])[O-].[Mn+2].[N+](=O)([O-])[O-] (manganese nitrate). Run in C(C)(=O)O (acetic acid). Reaction conditions: time 10 hour. Product: C(C)(C)(C)C=CC1=CC=CC=C1 (tert-Butylstyrene). Reaction SMILES: [C:1]([C:5]1[CH:10]=[CH:9][CH:8]=[CH:7][CH:6]=1)([CH3:4])(C)C.O=O>[N+]([O-])([O-])=O.[Mn+2].[N+]([O-])([O-])=O.C(O)(=O)C>[C:5]([CH:4]=[CH:1][C:5]1[CH:6]=[CH:7][CH:8]=[CH:9][CH:10]=1)([CH3:10])([CH3:6])[CH3:1] |f:2.3.4|. Reported procedure: To an aqueous solution containing 0.5 g of manganese nitrate was added 10 ml. of silica gel particles. After being evaporated to dryness, the mixture was calcined at 450°C for 10 hours. The thus obtained silica gel was immersed in 10 ml. of pyridine solution containing dissolved therein 0.02 g of palladium propionate and 0.1 g of uranium acetate, and then evaporated to dryness to obtain a catalyst. The catalyst (10 ml.), 10 ml. of tert-butylbenzene and 1 ml. of acetic acid were enclosed in a sim... Reactants: C=C(CCc1ccccc1)C(=O)OCC, NCCCCNC(=O)OCc1ccccc1, CCO. Yields the product CCOC(=O)C(CCc1ccccc1)CNCCCCNC(=O)OCc1ccccc1. As a reaction SMILES: [CH2:17]([CH2:18][c:19]1[cH:20][cH:21][cH:22][cH:23][cH:24]1)[C:25]([C:26](=[O:27])[O:28][CH2:29][CH3:30])=[CH2:31].[CH2:1]([c:2]1[cH:3][cH:4][cH:5][cH:6][cH:7]1)[O:8][C:9](=[O:10])[NH:11][CH2:12][CH2:13][CH2:14][CH2:15][NH2:16].[CH3:32][CH2:33][OH:34]>>[CH2:1]([c:2]1[cH:3][cH:4][cH:5][cH:6][cH:7]1)[O:8][C:9](=[O:10])[NH:11][CH2:12][CH2:13][CH2:14][CH2:15][NH:16][CH2:31][CH:25]([CH2:17][CH2:18][c:19]1[cH:20][cH:21][cH:22][cH:23][cH:24]1)[C:26](=[O:27])[O:28][CH2:29][CH3:30].